From a dataset of the Open Reaction Database (ORD), a public repository of structured organic reaction records. describe an organic reaction: reactants, conditions, products, and yield Reactants: C(Cl)Cl.C(C)(=O)OCC (CH2Cl2 ethyl acetate), C[C@@]12C=CC[C@H]1[C@@H]1CCC3=CC(CC[C@]3(C)[C@H]1CC2)=O (Androsta-4,16-dien-3-one), lithium tris(1,2-dimethylpropyl)hydridoborate. Run in C1CCOC1 (THF). The product is alcohol, C[C@@]12C=CC[C@H]1[C@@H]1CCC3=C[C@@H](CC[C@]3(C)[C@H]1CC2)O (Androsta-4,16-dien-3α-ol). Isolated yield 48.0%. RXN SMILES: [CH3:1][C@:2]12[CH2:19][CH2:18][C@H:17]3[C@@H:7]([CH2:8][CH2:9][C:10]4[C@:15]3([CH3:16])[CH2:14][CH2:13][C:12](=[O:20])[CH:11]=4)[C@@H:6]1[CH2:5][CH:4]=[CH:3]2.C(Cl)Cl.C(OCC)(=O)C>C1COCC1>[CH3:1][C@:2]12[CH2:19][CH2:18][C@H:17]3[C@@H:7]([CH2:8][CH2:9][C:10]4[C@:15]3([CH3:16])[CH2:14][CH2:13][C@@H:12]([OH:20])[CH:11]=4)[C@@H:6]1[CH2:5][CH:4]=[CH:3]2 |f:1.2|. Reported procedure: These syntheses are depicted in FIG. 2. Androsta-4,16-dien-3-one (4) was reduced at -55° with lithium tris(1,2-dimethylpropyl)hydridoborate in THF (c) as described for the preparation of 2 (FIG. 1). Chromatography on silica gel with CH2Cl2 /ethyl acetate 9:1 gave pure axial alcohol 15 (48%, yield) and pure equatorial alcohol 6 (48% yield). Analytical samples were further purified by recrystallization (from PE at -30° for 5, from cyclohexane at RT. for 6). Reactants: C=O, CN(C)C=O, O=c1[nH]cc2c(c1-c1ccc(Cl)cc1)Nc1cc(C(F)(F)F)ccc1S2, [Na+], [OH-]. Product: O=c1c(-c2ccc(Cl)cc2)c2c(cn1CO)Sc1ccc(C(F)(F)F)cc1N2. RXN SMILES: [CH2:29]=[O:30].[CH3:31][N:32]([CH3:33])[CH:34]=[O:35].[F:1][C:2]([c:3]1[cH:4][cH:5][c:6]2[c:7]([cH:24]1)[NH:8][c:9]1[c:10]([cH:12][nH:13][c:14](=[O:23])[c:15]1-[c:16]1[cH:17][cH:18][c:19]([Cl:22])[cH:20][cH:21]1)[S:11]2)([F:25])[F:26].[Na+:28].[OH-:27]>>[F:1][C:2]([c:3]1[cH:4][cH:5][c:6]2[c:7]([cH:24]1)[NH:8][c:9]1[c:10]([cH:12][n:13]([CH2:29][OH:27])[c:14](=[O:23])[c:15]1-[c:16]1[cH:17][cH:18][c:19]([Cl:22])[cH:20][cH:21]1)[S:11]2)([F:25])[F:26].